The task is: describe an organic reaction: reactants, conditions, products, and yield. This data is from the Open Reaction Database (ORD), a public repository of structured organic reaction records. Reactants: COc1cc(N)ccc1OCCN1CCOCC1, CO, O=C(O)C#Cc1ccc(C(F)(F)F)cc1Cl, ClCCl. Product: COc1cc(NC(=O)C#Cc2ccc(C(F)(F)F)cc2Cl)ccc1OCCN1CCOCC1. Reaction SMILES: [CH3:17][O:18][c:19]1[cH:20][c:21]([NH2:34])[cH:22][cH:23][c:24]1[O:25][CH2:26][CH2:27][N:28]1[CH2:29][CH2:30][O:31][CH2:32][CH2:33]1.[CH3:35][OH:36].[Cl:1][c:2]1[c:3]([C:12]#[C:13][C:14](=[O:15])[OH:16])[cH:4][cH:5][c:6]([C:8]([F:9])([F:10])[F:11])[cH:7]1.[Cl:37][CH2:38][Cl:39]>>[Cl:1][c:2]1[c:3]([C:12]#[C:13][C:14](=[O:16])[NH:34][c:21]2[cH:20][c:19]([O:18][CH3:17])[c:24]([O:25][CH2:26][CH2:27][N:28]3[CH2:29][CH2:30][O:31][CH2:32][CH2:33]3)[cH:23][cH:22]2)[cH:4][cH:5][c:6]([C:8]([F:9])([F:10])[F:11])[cH:7]1. The yield is 33.0%. Run in ClCCl (dichloromethane). Reaction conditions: time 30 minute. As a reaction SMILES: [Cr](Cl)([O-])(=O)=O.[NH+]1C=CC=CC=1.[CH3:12][C:13](=[CH2:24])[CH:14]([C:18]1[CH:23]=[CH:22][CH:21]=[CH:20][CH:19]=1)[CH2:15][CH2:16][OH:17].C([O-])(=O)C.[Na+].C(OCC)C>ClCCl>[CH3:24][C:13](=[CH2:12])[CH:14]([C:18]1[CH:23]=[CH:22][CH:21]=[CH:20][CH:19]=1)[CH2:15][CH:16]=[O:17] |f:0.1,3.4|. Reported procedure: Solid pyridinium chlorochromate (110.24 g, 0.5 mol) was added portion-wise to a pre-cooled (−10° C.) mixture of 4-methyl-3-phenyl-4-penten-1-ol (70 g, 0.418 mol) and anhydrous sodium acetate (41.5 g, 0.5 mol) in dry dichloromethane (400 ml) under nitrogen. After 30 minutes, the reaction was warmed up to room temperature. After 4 hours, diethyl ether (1 liter) was added to the reaction. After stirring for 30 minutes, the reaction was filtered through silica gel, rinsing with diethyl ether. The so... The reactants are CC(C(CCO)C1=CC=CC=C1)=C (4-methyl-3-phenyl-4-penten-1-ol), C(C)(=O)[O-].[Na+] (sodium acetate), [Cr](=O)(=O)([O-])Cl.[NH+]1=CC=CC=C1 (pyridinium chlorochromate), C(C)OCC (diethyl ether). Product: CC(C(CC=O)C1=CC=CC=C1)=C (4-Methyl-3-phenyl-4-pentenal). Reactants: C(C)C1=C(C(=O)O)C=CC(=C1[N+](=O)[O-])C=CC(=O)OC (ethyl 4-(2-methoxycarbonylvinyl)-3-nitrobenzoic acid), C(C)(=O)O (acetic acid). The reagents and catalysts are [Pd] (Pd/C). Conditions: temperature 70 celsius, time 1 hour. The product is O=C1NC2=CC(=CC=C2CC1)C(=O)OCC (Ethyl 2-oxo-1,2,3,4-tetrahydroquinoline-7-carboxylate). RXN SMILES: C([C:3]1[C:11]([N+:12]([O-])=O)=[C:10]([CH:15]=[CH:16][C:17]([O:19]C)=O)[CH:9]=[CH:8][C:4]=1[C:5]([OH:7])=[O:6])C.[C:21](O)(=O)[CH3:22]>[Pd]>[O:19]=[C:17]1[CH2:16][CH2:15][C:10]2[C:11](=[CH:3][C:4]([C:5]([O:7][CH2:21][CH3:22])=[O:6])=[CH:8][CH:9]=2)[NH:12]1. Procedure details: The solution of 2.80 g of ethyl 4-(2-methoxycarbonylvinyl)-3-nitrobenzoic acid in 20 ml of glacial acetic acid is hydrogenated in the presence of 0.288 g of 10% Pd/C at room temperature over 16 hours. The reaction mixture is stirred at 70° C. over 1 hour and subsequently concentrated by evaporation to dryness. The residue is admixed with 250 ml of 1M sodium hydrogencarbonate and extracted with ethyl acetate (2×250 ml). The organic phases are washed with water (250 ml), dried over sodium sulphate... Starting materials: COC(=O)C(C)(C)N, O=C(O)c1ccc(C2CC2)c(Nc2ccc(Cl)cc2Cl)n1. The product is COC(=O)C(C)(C)NC(=O)c1ccc(C2CC2)c(Nc2ccc(Cl)cc2Cl)n1. As a reaction SMILES: [CH3:22][O:23][C:24]([C:25]([NH2:26])([CH3:27])[CH3:28])=[O:29].[CH:1]1([c:4]2[cH:5][cH:6][c:7]([C:19](=[O:20])[OH:21])[n:8][c:9]2[NH:10][c:11]2[c:12]([Cl:18])[cH:13][c:14]([Cl:17])[cH:15][cH:16]2)[CH2:2][CH2:3]1>>[CH:1]1([c:4]2[cH:5][cH:6][c:7]([C:19](=[O:20])[NH:26][C:25]([C:24]([O:23][CH3:22])=[O:29])([CH3:27])[CH3:28])[n:8][c:9]2[NH:10][c:11]2[c:12]([Cl:18])[cH:13][c:14]([Cl:17])[cH:15][cH:16]2)[CH2:2][CH2:3]1. Reactants: COC=1C=C(C=CC1)NS(=O)(=O)C=1C=C(C=CC1)C=CC(=O)Cl (3-[3-(3-Methoxy-phenylsulfamoyl)-phenyl]-acryloyl chloride), Cl.NO (hydroxylamine hydrochloride), C(=O)(O)[O-].[Na+] (NaHCO3), resultant mixture. Run in O1CCCC1 (tetrahydrofuran), O1CCCC1 (tetrahydrofuran). Reaction conditions: time 1 hour. Yields the product ONC(C=CC1=CC(=CC=C1)S(NC1=CC(=CC=C1)OC)(=O)=O)=O (N-Hydroxy-3-[3-(3-methoxy-phenylsulfamoyl)-phenyl]-acrylamide). Reaction SMILES: Cl.[NH2:2][OH:3].C([O-])(O)=O.[Na+].[CH3:9][O:10][C:11]1[CH:12]=[C:13]([NH:17][S:18]([C:21]2[CH:22]=[C:23]([CH:27]=[CH:28][C:29](Cl)=[O:30])[CH:24]=[CH:25][CH:26]=2)(=[O:20])=[O:19])[CH:14]=[CH:15][CH:16]=1>O1CCCC1>[OH:3][NH:2][C:29](=[O:30])[CH:28]=[CH:27][C:23]1[CH:24]=[CH:25][CH:26]=[C:21]([S:18](=[O:20])(=[O:19])[NH:17][C:13]2[CH:14]=[CH:15][CH:16]=[C:11]([O:10][CH3:9])[CH:12]=2)[CH:22]=1 |f:0.1,2.3|. Procedure: To a suspension of hydroxylamine hydrochloride (0.39 g, 5.7 mmol) in tetrahydrofuran (6 ml) a saturated NaHCO3 solution (4.5 ml) was added and the resultant mixture was stirred at ambient temperature for 10 min. To the reaction mixture a solution of crude 3-[3-(3-methoxy-phenylsulfamoyl)-phenyl]-acryloyl chloride (6i) (0.40 g) in tetrahydrofuran (4 ml) was added and the mixture was stirred at ambient temperature for one hour. The reaction mixture was partitioned between ethyl acetate and 2N HCl.... Starting materials: aqueous solution, [NH4+].[N+](=O)([O-])C1=C(OC2=C(C=C(C(=C2)Cl)Cl)S(=O)(=O)[O-])C=CC(=C1)C(F)(F)F (2-(2-nitro-4-trifluoromethylphenoxy)-4,5-dichlorobenzenesulfonic acid, ammonium salt), crude product. Reagents/catalysts: [Cl-].[Cl-].[Cl-].[Ti+3] (titanium trichloride). The solvent is O (water), C(C)(=O)O (acetic acid). Product: NC1=C(OC2=C(C=C(C(=C2)Cl)Cl)S(=O)(=O)O)C=CC(=C1)C(F)(F)F (2-(2-Amino-4-trifluoromethylphenoxy)-4,5-dichlorobenzenesulfonic acid). Reaction SMILES: [NH4+].[N+:2]([C:5]1[CH:23]=[C:22]([C:24]([F:27])([F:26])[F:25])[CH:21]=[CH:20][C:6]=1[O:7][C:8]1[CH:13]=[C:12]([Cl:14])[C:11]([Cl:15])=[CH:10][C:9]=1[S:16]([O-:19])(=[O:18])=[O:17])([O-])=O>C(O)(=O)C.O.[Cl-].[Cl-].[Cl-].[Ti+3]>[NH2:2][C:5]1[CH:23]=[C:22]([C:24]([F:25])([F:26])[F:27])[CH:21]=[CH:20][C:6]=1[O:7][C:8]1[CH:13]=[C:12]([Cl:14])[C:11]([Cl:15])=[CH:10][C:9]=1[S:16]([OH:19])(=[O:18])=[O:17] |f:0.1,4.5.6.7|. Procedure: The 2-(2-nitro-4-trifluoromethylphenoxy)-4,5-dichlorobenzenesulfonic acid, ammonium salt (5 g, 11.2 mmol) was dissolved in acetic acid (75 mL). The mixture was diluted with water (75 mL), and a 20 % aqueous solution of titanium trichloride (65 mL) was added. After aqueous workup the crude product was flash chromatographed (silica gel, methylene chloride/ethanol/ammonium hydroxide) to give the title compound. 1H NMR (400 MHz, CD3OD) δ8.02 (s, 1H), 7.17 (d, 1H), 7.12 (d, 1H), 6.94 (dd, 1H), 6.87 (... Starting materials: C1CCOC1, COC(=O)Cl, COC(=O)c1[nH]c2c(C)ccc(C)c2c1N, O, c1ccncc1. The product is COC(=O)Nc1c(C(=O)OC)[nH]c2c(C)ccc(C)c12. As a reaction SMILES: [CH2:29]1[O:30][CH2:31][CH2:32][CH2:33]1.[Cl:23][C:24](=[O:25])[O:26][CH3:27].[NH2:1][c:2]1[c:3]([C:13](=[O:14])[O:15][CH3:16])[nH:4][c:5]2[c:6]([CH3:12])[cH:7][cH:8][c:9]([CH3:11])[c:10]12.[OH2:28].[cH:17]1[cH:18][cH:19][n:20][cH:21][cH:22]1>>[NH:1]([c:2]1[c:3]([C:13](=[O:14])[O:15][CH3:16])[nH:4][c:5]2[c:6]([CH3:12])[cH:7][cH:8][c:9]([CH3:11])[c:10]12)[C:24](=[O:25])[O:26][CH3:27].